Dataset: the Open Reaction Database (ORD), a public repository of structured organic reaction records. Task: describe an organic reaction: reactants, conditions, products, and yield Starting materials: C(C)OC(COC1=C(C=C(C=C1)CC=1NC=CN1)OC)=O (4-(1-imidazolylmethyl)-2-methoxyphenoxyacetic acid ethyl ester), N (ammonia). The product is N1C(=NC=C1)CC1=CC(=C(OCC(=O)N)C=C1)OC (4-(1-imidazolylmethyl)-2-methoxyphenoxyacetamide), chloroform petrol. As a reaction SMILES: C([O:3][C:4](=O)[CH2:5][O:6][C:7]1[CH:12]=[CH:11][C:10]([CH2:13][C:14]2[NH:15][CH:16]=[CH:17][N:18]=2)=[CH:9][C:8]=1[O:19][CH3:20])C.[NH3:22]>>[NH:18]1[CH:17]=[CH:16][N:15]=[C:14]1[CH2:13][C:10]1[CH:11]=[CH:12][C:7]([O:6][CH2:5][C:4]([NH2:22])=[O:3])=[C:8]([O:19][CH3:20])[CH:9]=1. Procedure: Treatment of 4-(1-imidazolylmethyl)-2-methoxyphenoxyacetic acid ethyl ester with ammonia as described in Example 8 gave 4-(1-imidazolylmethyl)-2-methoxyphenoxyacetamide, m.p. 124°-125° C. (from chloroform/petrol). Found: C, 59.39, H, 5.83, N, 16.07. C13H15N3O3 requires: C, 59.75, H, 5.78, N, 16.08%. Reactants: C(CCl)Cl (EDC), ClC=1C=[N+](C=C(C1C[C@H](O)C1=CC(=C(C=C1)OC(F)F)OCC1CC1)Cl)[O-] ((S)-3,5-dichloro-4-(2-(3-(cyclopropylmethoxy)-4-(difluoromethoxy)phenyl)-2-hydroxyethyl)pyridine 1-oxide), C(C)(C)(C)OC(=O)N[C@H](C(=O)O)CC1=CC=C(C=C1)OS(=O)(=O)C ((S)-2-(tert-butoxycarbonyl-amino)-3-(4-(methylsulfonyloxy)phenyl)propanoic acid). The reagents and catalysts are CN(C)C=1C=CN=CC1 (DMAP). Run in CN(C)C=O (DMF). Reaction conditions: time 3 hour. Product: C(C)(C)(C)OC(=O)N[C@H](C(=O)O[C@@H](CC1=C(C=[N+](C=C1Cl)[O-])Cl)C1=CC(=C(C=C1)OC(F)F)OCC1CC1)CC1=CC=C(C=C1)OS(=O)(=O)C (4-((S)-2-((S)-2-(tert-butoxycarbonylamino)-3-(4(methylsulfonyloxy)phenyl)propanoyloxy)-2-(3-(cyclopropylmethoxy)-4-(difluoromethoxy)phenyl)ethyl)-3,5-dichloropyridine 1-oxide). Yield: 84.8%. Reaction SMILES: [Cl:1][C:2]1[CH:3]=[N+:4]([O-:27])[CH:5]=[C:6]([Cl:26])[C:7]=1[CH2:8][C@@H:9]([C:11]1[CH:16]=[CH:15][C:14]([O:17][CH:18]([F:20])[F:19])=[C:13]([O:21][CH2:22][CH:23]2[CH2:25][CH2:24]2)[CH:12]=1)[OH:10].[C:28]([O:32][C:33]([NH:35][C@@H:36]([CH2:40][C:41]1[CH:46]=[CH:45][C:44]([O:47][S:48]([CH3:51])(=[O:50])=[O:49])=[CH:43][CH:42]=1)[C:37](O)=[O:38])=[O:34])([CH3:31])([CH3:30])[CH3:29].C(Cl)CCl>CN(C=O)C.CN(C1C=CN=CC=1)C>[C:28]([O:32][C:33]([NH:35][C@@H:36]([CH2:40][C:41]1[CH:42]=[CH:43][C:44]([O:47][S:48]([CH3:51])(=[O:50])=[O:49])=[CH:45][CH:46]=1)[C:37]([O:10][C@H:9]([C:11]1[CH:16]=[CH:15][C:14]([O:17][CH:18]([F:20])[F:19])=[C:13]([O:21][CH2:22][CH:23]2[CH2:25][CH2:24]2)[CH:12]=1)[CH2:8][C:7]1[C:6]([Cl:26])=[CH:5][N+:4]([O-:27])=[CH:3][C:2]=1[Cl:1])=[O:38])=[O:34])([CH3:30])([CH3:31])[CH3:29]. Reported procedure: (S)-3,5-dichloro-4-(2-(3-(cyclopropylmethoxy)-4-(difluoromethoxy)phenyl)-2-hydroxyethyl)pyridine 1-oxide (100 mg, 0.24 mmol) and (S)-2-(tert-butoxycarbonyl-amino)-3-(4-(methylsulfonyloxy)phenyl)propanoic acid (172 mg, 0.48 mmol) were dissolved in DMF (3 ml). DMAP (35 mg, 0.29 mmol) and EDC (92 mg, 0.48 mmol) were added, and the mixture was stirred at RT for 3 hours, then was quenched with HCl 1N and extracted with EtOAc. The organic layer was washed with HCl 1N and NaHCO3 sat. sol., then was dri... Starting materials: C1CCOC1, COC(=O)C(C)C1CC(OCc2ccccc2)C1, CC(C)[N-]C(C)C, CCCCCC, CI, [Li+], O. Yields the product COC(=O)C(C)(C)C1CC(OCc2ccccc2)C1. Reaction SMILES: [CH2:35]1[O:36][CH2:37][CH2:38][CH2:39]1.[CH3:1][O:2][C:3]([CH:4]([CH3:5])[CH:6]1[CH2:7][CH:8]([O:10][CH2:11][c:12]2[cH:13][cH:14][cH:15][cH:16][cH:17]2)[CH2:9]1)=[O:18].[CH3:20][CH:21]([N-:22][CH:23]([CH3:24])[CH3:25])[CH3:26].[CH3:27][CH2:28][CH2:29][CH2:30][CH2:31][CH3:32].[I:33][CH3:34].[Li+:19].[OH2:40]>>[CH3:1][O:2][C:3]([C:4]([CH3:5])([CH:6]1[CH2:7][CH:8]([O:10][CH2:11][c:12]2[cH:13][cH:14][cH:15][cH:16][cH:17]2)[CH2:9]1)[CH3:20])=[O:18]. Reactants: C(C)(=O)C1=CC=C(CN2C[C@H](N(CC2)C(C2=CC(=CC(=C2)C(F)(F)F)C(F)(F)F)=O)CC2=CNC3=CC=CC=C23)C=C1 ((2R)-4-(4-acetylbenzyl)-1-[3,5-bis(trifluoromethyl)benzoyl]-2-(1H-indol-3-ylmethyl)piperazine), Cl (hydrogen chloride). The solvent is C(C)(=O)OCC (ethyl acetate), C(C)(=O)OCC (ethyl acetate). Product: Cl.C(C)(=O)C1=CC=C(CN2C[C@H](N(CC2)C(C2=CC(=CC(=C2)C(F)(F)F)C(F)(F)F)=O)CC2=CNC3=CC=CC=C23)C=C1 ((2R)-4-(4-acetylbenzyl)-1-[3,5-bis(trifluoromethyl)benzoyl]-2-(1H-indol-3-ylmethyl)piperazine hydrochloride). As a reaction SMILES: [C:1]([C:4]1[CH:42]=[CH:41][C:7]([CH2:8][N:9]2[CH2:14][CH2:13][N:12]([C:15](=[O:30])[C:16]3[CH:21]=[C:20]([C:22]([F:25])([F:24])[F:23])[CH:19]=[C:18]([C:26]([F:29])([F:28])[F:27])[CH:17]=3)[C@H:11]([CH2:31][C:32]3[C:40]4[C:35](=[CH:36][CH:37]=[CH:38][CH:39]=4)[NH:34][CH:33]=3)[CH2:10]2)=[CH:6][CH:5]=1)(=[O:3])[CH3:2].[ClH:43]>C(OCC)(=O)C>[ClH:43].[C:1]([C:4]1[CH:5]=[CH:6][C:7]([CH2:8][N:9]2[CH2:14][CH2:13][N:12]([C:15](=[O:30])[C:16]3[CH:21]=[C:20]([C:22]([F:24])([F:25])[F:23])[CH:19]=[C:18]([C:26]([F:29])([F:28])[F:27])[CH:17]=3)[C@H:11]([CH2:31][C:32]3[C:40]4[C:35](=[CH:36][CH:37]=[CH:38][CH:39]=4)[NH:34][CH:33]=3)[CH2:10]2)=[CH:41][CH:42]=1)(=[O:3])[CH3:2] |f:3.4|. Procedure: A mixture of (2R)-1-[3,5-bis(trifluoromethyl)benzoyl]-2-(1H-indol-3-ylmethyl)piperazine (228 mg), 1-[4-(bromomethyl)phenyl]ethanone (107 mg) and potassium carbonate (42 mg) in acetonitrile (2 ml) was refluxed for 4.5 hours. After cooling, the mixture was evaporated in vacuo. Ethyl acetate and water were added to the residue and the organic layer was separated, washed with brine, dried over magnesium sulfate, and evaporated in vacuo. The residue was purified by column chromatography on silica gel... Reactants: C1CCOC1, CO, CCOC(=O)C1=Cc2cc(Cl)c(CN(C)C(C)C)cc2OC1C(F)(F)F, Cl, [Na+], [OH-]. Product: CC(C)N(C)Cc1cc2c(cc1Cl)C=C(C(=O)O)C(C(F)(F)F)O2. Reaction SMILES: [CH2:32]1[O:33][CH2:34][CH2:35][CH2:36]1.[CH3:30][OH:31].[Cl:1][c:2]1[cH:3][c:4]2[c:9]([cH:10][c:11]1[CH2:12][N:13]([CH3:14])[CH:15]([CH3:16])[CH3:17])[O:8][CH:7]([C:18]([F:19])([F:20])[F:21])[C:6]([C:22](=[O:23])[O:24][CH2:25][CH3:26])=[CH:5]2.[ClH:29].[Na+:28].[OH-:27]>>[Cl:1][c:2]1[cH:3][c:4]2[c:9]([cH:10][c:11]1[CH2:12][N:13]([CH3:14])[CH:15]([CH3:16])[CH3:17])[O:8][CH:7]([C:18]([F:19])([F:20])[F:21])[C:6]([C:22](=[O:23])[OH:24])=[CH:5]2. The reactants are C1(=CC=CC=C1)P(C1=CC=CC=C1)C1=CC=CC=C1 (triphenylphosphine), CN1C=C(C2=CC=CC=C12)NS(=O)(=O)C1=CC=C(C=C1)CN=[N+]=[N-] (1-methyl-3-[4-(azidomethyl)phenylsulfonylamino]indole). Solvent: C1CCOC1.O (THF H2O). Run at time 17 hour. Product: CN1C=C(C2=CC=CC=C12)NS(=O)(=O)C1=CC=C(C=C1)CN (1-methyl-3-[4-(aminomethyl)phenylsulfonylamino]indole). Isolated yield 270.4%. As a reaction SMILES: [CH3:1][N:2]1[C:10]2[C:5](=[CH:6][CH:7]=[CH:8][CH:9]=2)[C:4]([NH:11][S:12]([C:15]2[CH:20]=[CH:19][C:18]([CH2:21][N:22]=[N+]=[N-])=[CH:17][CH:16]=2)(=[O:14])=[O:13])=[CH:3]1.C1(P(C2C=CC=CC=2)C2C=CC=CC=2)C=CC=CC=1>C1COCC1.O>[CH3:1][N:2]1[C:10]2[C:5](=[CH:6][CH:7]=[CH:8][CH:9]=2)[C:4]([NH:11][S:12]([C:15]2[CH:20]=[CH:19][C:18]([CH2:21][NH2:22])=[CH:17][CH:16]=2)(=[O:14])=[O:13])=[CH:3]1 |f:2.3|. Procedure: To a solution of 1-methyl-3-[4-(azidomethyl)phenylsulfonylamino]indole (674 mg, 1.97 mmol), prepared as in step 1, in 8:2 THF/H2O (10 mL) was added triphenylphosphine (1.03 g, 3.9 mmol) and the reaction mixture was stirred for 17 hours at ambient temperature. The reaction mixture was concentrated in vacuo and the residue was partitioned between ethyl acetate and brine. The organic phase was dried over Na2SO4, filtered, and concentrated in vacuo to give 1-methyl-3-[4-(aminomethyl)phenylsulfonylam...